Dataset: the Open Reaction Database (ORD), a public repository of structured organic reaction records. Task: describe an organic reaction: reactants, conditions, products, and yield Starting materials: CC(C)(C)[Si](C)(C)OCCBr, O=C([O-])[O-], CC#N, [Cs+], [Cs+], O=C1Cc2ccccc2-c2cccnc2N1. The product is CC(C)(C)[Si](C)(C)OCCN1C(=O)Cc2ccccc2-c2cccnc21. RXN SMILES: [Br:23][CH2:24][CH2:25][O:26][Si:27]([CH3:28])([CH3:29])[C:30]([CH3:31])([CH3:32])[CH3:33].[C:17](=[O:18])([O-:19])[O-:20].[CH3:34][C:35]#[N:36].[Cs+:21].[Cs+:22].[cH:1]1[cH:2][cH:3][n:4][c:5]2[c:11]1-[c:10]1[c:9]([cH:15][cH:14][cH:13][cH:12]1)[CH2:8][C:7](=[O:16])[NH:6]2>>[cH:1]1[cH:2][cH:3][n:4][c:5]2[c:11]1-[c:10]1[c:9]([cH:15][cH:14][cH:13][cH:12]1)[CH2:8][C:7](=[O:16])[N:6]2[CH2:24][CH2:25][O:26][Si:27]([CH3:28])([CH3:29])[C:30]([CH3:31])([CH3:32])[CH3:33]. Starting materials: FC(F)(F)c1ccc(CBr)o1, BrCC1CCCCO1, O=C1Nc2cccc(Cl)c2C12COc1cc3c(cc12)CCO3. Product: O=C1N(Cc2ccc(C(F)(F)F)o2)c2cccc(Cl)c2C12COc1cc3c(cc12)CCO3. RXN SMILES: [Br:23][CH2:24][c:25]1[o:26][c:27]([C:30]([F:31])([F:32])[F:33])[cH:28][cH:29]1.[Br:34][CH2:35][CH:36]1[CH2:37][CH2:38][CH2:39][CH2:40][O:41]1.[Cl:1][c:2]1[c:3]2[c:4]([cH:5][cH:6][cH:7]1)[NH:8][C:9](=[O:22])[C:10]21[c:11]2[c:12]([cH:15][c:16]3[c:20]([cH:21]2)[CH2:19][CH2:18][O:17]3)[O:13][CH2:14]1>>[Cl:1][c:2]1[c:3]2[c:4]([cH:5][cH:6][cH:7]1)[N:8]([CH2:24][c:25]1[o:26][c:27]([C:30]([F:31])([F:32])[F:33])[cH:28][cH:29]1)[C:9](=[O:22])[C:10]21[c:11]2[c:12]([cH:15][c:16]3[c:20]([cH:21]2)[CH2:19][CH2:18][O:17]3)[O:13][CH2:14]1. The reactants are Nc1nc2c(Br)cccn2n1, O=C(Cl)c1ccccc1. Yields the product O=C(Nc1nc2c(Br)cccn2n1)c1ccccc1. Reaction SMILES: [Br:1][c:2]1[c:3]2[n:4]([cH:5][cH:6][cH:7]1)[n:8][c:9]([NH2:11])[n:10]2.[C:12]([c:13]1[cH:14][cH:15][cH:16][cH:17][cH:18]1)(=[O:19])[Cl:20]>>[Br:1][c:2]1[c:3]2[n:4]([cH:5][cH:6][cH:7]1)[n:8][c:9]([NH:11][C:12]([c:13]1[cH:14][cH:15][cH:16][cH:17][cH:18]1)=[O:19])[n:10]2.